describe an organic reaction: reactants, conditions, products, and yield From a dataset of the Open Reaction Database (ORD), a public repository of structured organic reaction records. The reactants are S1C=C(C=C1)B(O)O (thiophene-3-boronic acid), I (hydroiodic acid), ClC1=NC=NC(=C1)Cl (4,6-dichloropyrimidine), chloro. Yields the product IC1=NC=NC(=C1)C1=CSC=C1 (4-Iodo-6-(thiophen-3-yl)pyrimidine). RXN SMILES: [S:1]1[CH:5]=[CH:4][C:3](B(O)O)=[CH:2]1.Cl[C:10]1[CH:15]=[C:14](Cl)[N:13]=[CH:12][N:11]=1.[IH:17]>>[I:17][C:10]1[CH:15]=[C:14]([C:3]2[CH:4]=[CH:5][S:1][CH:2]=2)[N:13]=[CH:12][N:11]=1. Procedure details: The compound was prepared according to Example 1 using thiophene-3-boronic acid and 4,6-dichloropyrimidine. The resultant chloro compound was converted to iodo with hydroiodic acid as described in the general procedure. Reactants: Cc1cc(Br)cc(Cl)c1O, COS(=O)(=O)OC, CC(C)=O, [K+], [K+], O=C([O-])[O-]. Product: COc1c(C)cc(Br)cc1Cl. Reaction SMILES: [Br:1][c:2]1[cH:3][c:4]([Cl:10])[c:5]([OH:9])[c:6]([CH3:8])[cH:7]1.[CH3:17][O:18][S:19]([O:20][CH3:21])(=[O:22])=[O:23].[CH3:24][C:25](=[O:26])[CH3:27].[K+:11].[K+:12].[O-:13][C:14]([O-:15])=[O:16]>>[Br:1][c:2]1[cH:3][c:4]([Cl:10])[c:5]([O:9][CH3:14])[c:6]([CH3:8])[cH:7]1. Reactants: [BH4-].[Na+] (NaBH4), CN1CCOCC1 (N-methyl morpholine), C(C(C)C)OC(=O)NC(CCC(=O)O)CNC(=O)OCC(C)C (4,5-bis((isobutoxycarbonyl)amino)pentanoic acid), ClC(=O)OCC(C)C (isobutyl chloroformate). Solvent: CCO (EtOH), COCCOC (1,2-dimethoxyethane), O (water). Conditions: temperature -25 celsius, time 2 hour. The product is OCCC[C@@H](CNC(OCC(C)C)=O)NC(OCC(C)C)=O ((S)-diisobutyl (5-hydroxypentane-1,2-diyl)dicarbamate). The yield is 81.7%. As a reaction SMILES: [CH2:1]([O:5][C:6]([NH:8][CH:9]([CH2:15][NH:16][C:17]([O:19][CH2:20][CH:21]([CH3:23])[CH3:22])=[O:18])[CH2:10][CH2:11][C:12](O)=[O:13])=[O:7])[CH:2]([CH3:4])[CH3:3].CN1CCOCC1.ClC(OCC(C)C)=O.[BH4-].[Na+]>CCO.O.COCCOC>[OH:13][CH2:12][CH2:11][CH2:10][C@H:9]([NH:8][C:6](=[O:7])[O:5][CH2:1][CH:2]([CH3:4])[CH3:3])[CH2:15][NH:16][C:17](=[O:18])[O:19][CH2:20][CH:21]([CH3:22])[CH3:23] |f:3.4|. Reported procedure: A round bottom flask was charged with crude S)-4,5-bis((isobutoxycarbonyl)amino)pentanoic acid (14.22 g, 42.84 mmol) and 1,2-dimethoxyethane (70 mL). N-methyl morpholine (5.24 mL, 47.1 mmol) was added with stirring and the resulting solution was cooled to −25° C. Then isobutyl chloroformate (6.8 mL, 51.4 mmol) was added slowly and a white precipitate formed. The cold bath was removed, and the mixture was allowed to warm to room temperature. The precipitate was collected by filtration and washed ... Starting materials: C[N+]1(CCOCC1)[O-] (N-methylmorpholine N-oxide), O (water), CC(=O)C (acetone), S([O-])(O)=O.[Na+] (Sodium bisulfite), CC(=O)C (acetone), C1(CC=CC1)C(=O)OCC (ethyl 3-cyclopentene-1-carboxylate). Reagents/catalysts: [Os](=O)(=O)(=O)=O (osmium tetroxide). The solvent is C(C)(=O)OCC.CCCCCC (ethyl acetate hexane). Reaction conditions: time 30 minute. Product: C(C)OC(=O)C1CC(C(C1)O)O (4-ethoxycarbonyl-1,2-cyclopentanediol). As a reaction SMILES: C[N+]1([O-])CC[O:5]CC1.O.[CH:10]1([C:15]([O:17][CH2:18][CH3:19])=[O:16])CC=C[CH2:11]1.S(=O)(O)[O-].[Na+].[CH3:25][C:26]([CH3:28])=[O:27]>[Os](=O)(=O)(=O)=O.C(OCC)(=O)C.CCCCCC>[CH2:18]([O:17][C:15]([CH:10]1[CH2:28][CH:26]([OH:27])[CH:25]([OH:5])[CH2:11]1)=[O:16])[CH3:19] |f:3.4,7.8|. Procedure: A solution containing 84.6 g of N-methylmorpholine N-oxide, 1 g of osmium tetroxide, 230 ml of water and 115 ml of acetone was allowed to stir for 30 minutes at room temperature. To this stirred mixture was added very slowly over at least 8 hours, a solution of 80 g of ethyl 3-cyclopentene-1-carboxylate in 115 ml of acetone. The stirred mixture was heated at 50° C. for 2 hours to complete the reaction (verified by TLC examination using ethyl acetate/hexane 70/30). Sodium bisulfite (~10 g) was ad... Reactants: CN1CC[C@]23C4=C5C=CC(=C4O[C@H]2C(=O)C=C[C@H]3[C@H]1C5)OC (codeinone), Cl (hydrochloric acid), [OH-].[NH4+] (ammonium hydroxide). The reagents and catalysts are [Pd] (Palladium on charcoal). Solvent: C(C)O (ethanol), O (water). Product: O1C2=C(C=CC=3C[C@@H]4[C@@H]5CCC([C@H]1[C@@]5(C23)CCN4C)=O)OC (4,5α-Epoxy-3-methoxy-17-methylmorphinan-6-one). The yield is 87.0%. RXN SMILES: [CH3:1][N:2]1[C@@H:19]2[CH2:20][C:7]3[CH:8]=[CH:9][C:10]([O:21][CH3:22])=[C:11]4[O:12][C@H:13]5[C:14]([CH:16]=[CH:17][C@@H:18]2[C@:5]5([C:6]=34)[CH2:4][CH2:3]1)=[O:15].Cl.[OH-].[NH4+]>C(O)C.[Pd].O>[O:12]1[C@@H:13]2[C@@:5]34[CH2:4][CH2:3][N:2]([CH3:1])[C@@H:19]([C@@H:18]3[CH2:17][CH2:16][C:14]2=[O:15])[CH2:20][C:7]2=[C:6]4[C:11]1=[C:10]([O:21][CH3:22])[CH:9]=[CH:8]2 |f:2.3|. Procedure details: A solution of 1 g of codeinone (prepared by the method of Gavard et al., Bull. Soc. Chim. Fr., 486 (1965)) in 25 ml of 95% ethanol was adjusted to about pH 1 with concentrated hydrochloric acid and was hydrogenated on a Paar apparatus at 50 psi using 200 mg of 10% Palladium on charcoal catalyst for about 1 hour. The catalyst was then removed by filtration and the filtrate was evaporated to give a solid residue. This residue was dissolved in water and the solution adjusted to about pH 11 with con... The reactants are BrC1=CC(=C(OCC(=O)OCC)C=C1)Cl (ethyl (4-bromo-2-chloro-phenoxy)-acetate), ClC1=C(C=CC=C1)OB(O)O (2-chlorophenylboric acid). The product is ClC=1C=C(C=CC1OCC(=O)OCC)C1=C(C=CC=C1)Cl (ethyl (3,2′-dichloro-biphenyl-4-yloxy)-acetate). As a reaction SMILES: Br[C:2]1[CH:14]=[CH:13][C:5]([O:6][CH2:7][C:8]([O:10][CH2:11][CH3:12])=[O:9])=[C:4]([Cl:15])[CH:3]=1.[Cl:16][C:17]1[CH:22]=[CH:21][CH:20]=[CH:19][C:18]=1OB(O)O>>[Cl:15][C:4]1[CH:3]=[C:2]([C:18]2[CH:19]=[CH:20][CH:21]=[CH:22][C:17]=2[Cl:16])[CH:14]=[CH:13][C:5]=1[O:6][CH2:7][C:8]([O:10][CH2:11][CH3:12])=[O:9]. Procedure: Prepared analogously to Example 130a from ethyl (4-bromo-2-chloro-phenoxy)-acetate (Z26) and 2-chlorophenylboric acid.